Dataset: the Open Reaction Database (ORD), a public repository of structured organic reaction records. Task: describe an organic reaction: reactants, conditions, products, and yield The reactants are COC(C)(C)C, COc1ccc(S(=O)(=O)Cl)cc1, c1ccc(NCCc2ccccn2)cc1, O, c1ccncc1. Product: COc1ccc(S(=O)(=O)N(CCc2ccccn2)c2ccccc2)cc1. As a reaction SMILES: [C:35]([O:36][CH3:37])([CH3:38])([CH3:39])[CH3:40].[CH3:1][O:2][c:3]1[cH:4][cH:5][c:6]([S:9](=[O:10])(=[O:11])[Cl:12])[cH:7][cH:8]1.[NH:19]([c:20]1[cH:21][cH:22][cH:23][cH:24][cH:25]1)[CH2:26][CH2:27][c:28]1[n:29][cH:30][cH:31][cH:32][cH:33]1.[OH2:34].[cH:13]1[cH:14][cH:15][n:16][cH:17][cH:18]1>>[CH3:1][O:2][c:3]1[cH:4][cH:5][c:6]([S:9](=[O:10])(=[O:11])[N:19]([c:20]2[cH:21][cH:22][cH:23][cH:24][cH:25]2)[CH2:26][CH2:27][c:28]2[n:29][cH:30][cH:31][cH:32][cH:33]2)[cH:7][cH:8]1. The reactants are N(=[N+]=[N-])CC1OC2=C(C=3N1C=1C=CC=C(C1C3)F)N=C(C=C2)C=2C(=CC3=C(C(=C(O3)C3=CC=C(C=C3)F)C(=O)NC)C2)N(S(=O)(=O)C)C (5-(6-(azidomethyl)-11-fluoro-6H-pyrido[2′,3′:5,6][1,3]oxazino[3,4-a]indol-2-yl)-2-(4-fluorophenyl)-N-methyl-6-(N-methylmethylsulfonamido)benzofuran-3-carboxamide). Reagents/catalysts: [Pd] (Pd/C). Solvent: CO (MeOH). Run at time 8 hour. Yields the product NCC1OC2=C(C=3N1C=1C=CC=C(C1C3)F)N=C(C=C2)C=2C(=CC3=C(C(=C(O3)C3=CC=C(C=C3)F)C(=O)NC)C2)N(S(=O)(=O)C)C (racemic 5-(6-(aminomethyl)-11-fluoro-6H-pyrido[2′,3′:5,6][1,3]oxazino[3,4-a]indol-2-yl)-2-(4-fluorophenyl)-N-methyl-6-(N-methylmethylsulfonamido)benzofuran-3-carboxamide). Isolated yield 56.8%. RXN SMILES: [N:1]([CH2:4][CH:5]1[N:10]2[C:11]3[CH:12]=[CH:13][CH:14]=[C:15]([F:18])[C:16]=3[CH:17]=[C:9]2[C:8]2[N:19]=[C:20]([C:23]3[C:24]([N:43]([CH3:48])[S:44]([CH3:47])(=[O:46])=[O:45])=[CH:25][C:26]4[O:30][C:29]([C:31]5[CH:36]=[CH:35][C:34]([F:37])=[CH:33][CH:32]=5)=[C:28]([C:38]([NH:40][CH3:41])=[O:39])[C:27]=4[CH:42]=3)[CH:21]=[CH:22][C:7]=2[O:6]1)=[N+]=[N-]>CO.[Pd]>[NH2:1][CH2:4][CH:5]1[N:10]2[C:11]3[CH:12]=[CH:13][CH:14]=[C:15]([F:18])[C:16]=3[CH:17]=[C:9]2[C:8]2[N:19]=[C:20]([C:23]3[C:24]([N:43]([CH3:48])[S:44]([CH3:47])(=[O:45])=[O:46])=[CH:25][C:26]4[O:30][C:29]([C:31]5[CH:32]=[CH:33][C:34]([F:37])=[CH:35][CH:36]=5)=[C:28]([C:38]([NH:40][CH3:41])=[O:39])[C:27]=4[CH:42]=3)[CH:21]=[CH:22][C:7]=2[O:6]1. Reported procedure: To a solution of 5-(6-(azidomethyl)-11-fluoro-6H-pyrido[2′,3′:5,6][1,3]oxazino[3,4-a]indol-2-yl)-2-(4-fluorophenyl)-N-methyl-6-(N-methylmethylsulfonamido)benzofuran-3-carboxamide (2.8 g, 4.1 mmol) in MeOH (25 mL) at room temperature, 5% wet Pd/C (300 mg) was added and stirred under hydrogen atmosphere (30 psi) overnight. The reaction mixture was filtered. The filtrate was concentrated and the resulting residue was purified using silica gel column chromatography (dichloromethane:MeOH=20:1) to pro... Starting materials: Cc1onc(-c2ccccc2)c1COc1ccc(C(=O)O)cn1, COCCCN, CCN(C(C)C)C(C)C, F[B-](F)(F)F, CN(C)C=O, CN(C)C(On1nnc2ccccc21)=[N+](C)C. Yields the product COCCCNC(=O)c1ccc(OCc2c(-c3ccccc3)noc2C)nc1. RXN SMILES: [CH3:1][c:2]1[c:3]([CH2:13][O:14][c:15]2[n:16][cH:17][c:18]([C:19](=[O:20])[OH:21])[cH:22][cH:23]2)[c:4](-[c:7]2[cH:8][cH:9][cH:10][cH:11][cH:12]2)[n:5][o:6]1.[CH3:55][O:56][CH2:57][CH2:58][CH2:59][NH2:60].[CH:46]([N:47]([CH2:48][CH3:49])[CH:50]([CH3:51])[CH3:52])([CH3:53])[CH3:54].[F:24][B-:25]([F:26])([F:27])[F:28].[O:61]=[CH:62][N:63]([CH3:64])[CH3:65].[n:29]1([O:30][C:31]([N:32]([CH3:33])[CH3:34])=[N+:35]([CH3:36])[CH3:37])[c:38]2[cH:39][cH:40][cH:41][cH:42][c:43]2[n:44][n:45]1>>[CH3:1][c:2]1[c:3]([CH2:13][O:14][c:15]2[n:16][cH:17][c:18]([C:19](=[O:21])[NH:60][CH2:59][CH2:58][CH2:57][O:56][CH3:55])[cH:22][cH:23]2)[c:4](-[c:7]2[cH:8][cH:9][cH:10][cH:11][cH:12]2)[n:5][o:6]1. Starting materials: CC(C)([O-])C.[K+] (potassium t-butoxide), C1(CCCC1)OC=1C=C(C=O)C=CC1OC (3-cyclopentyloxy-4-methoxybenzaldehyde), [Br-].ClC1=C(C[P+](C2=CC=CC=C2)(C2=CC=CC=C2)C2=CC=CC=C2)C(=CC=C1)Cl (2,6-dichlorobenzyltriphenylphosphonium bromide). Solvent: O1CCCC1 (tetrahydrofuran), O1CCCC1 (tetrahydrofuran), O1CCCC1 (tetrahydrofuran). Reaction conditions: time 1 hour. Product: C1(CCCC1)OC=1C=C(C=CC1OC)\C=C\C1=C(C=CC=C1Cl)Cl (trans-1-(3-cyclopentyloxy-4-methoxyphenyl)-2-(2,6-dichlorophenyl)ethene). Yield: 64.1%. As a reaction SMILES: [Br-].[Cl:2][C:3]1[CH:28]=[CH:27][CH:26]=[C:25]([Cl:29])[C:4]=1[CH2:5][P+](C1C=CC=CC=1)(C1C=CC=CC=1)C1C=CC=CC=1.CC(C)([O-])C.[K+].[CH:36]1([O:41][C:42]2[CH:43]=[C:44]([CH:47]=[CH:48][C:49]=2[O:50][CH3:51])[CH:45]=O)[CH2:40][CH2:39][CH2:38][CH2:37]1>O1CCCC1>[CH:36]1([O:41][C:42]2[CH:43]=[C:44](/[CH:45]=[CH:5]/[C:4]3[C:25]([Cl:29])=[CH:26][CH:27]=[CH:28][C:3]=3[Cl:2])[CH:47]=[CH:48][C:49]=2[O:50][CH3:51])[CH2:37][CH2:38][CH2:39][CH2:40]1 |f:0.1,2.3|. Procedure: A stirred suspension of 2,6-dichlorobenzyltriphenylphosphonium bromide (2.5 g) in dry tetrahydrofuran (30 mL) is treated dropwise with a solution of potassium t-butoxide (0.56 g) in dry tetrahydrofuran (32 mL) at 0° C. After stirring at this temperature for 1 hour, it is treated with a solution of 3-cyclopentyloxy-4-methoxybenzaldehyde (1.1 g) in dry tetrahydrofuran (15 mL). The reaction mixture is stirred from 0° C. to 5° C. for 1 hour and 30 minutes, and then allowed to warm to room temperatur... Reactants: COC(=O)c1ccc(CN(C)c2ccc(OCc3c(C(C)C)nnn3-c3ccccc3OC(F)(F)F)nc2C)cc1C, [Li+], C1COCCO1, [OH-]. The product is Cc1cc(CN(C)c2ccc(OCc3c(C(C)C)nnn3-c3ccccc3OC(F)(F)F)nc2C)ccc1C(=O)O. As a reaction SMILES: [CH3:1][O:2][C:3]([c:4]1[c:5]([CH3:41])[cH:6][c:7]([CH2:10][N:11]([CH3:12])[c:13]2[c:14]([CH3:40])[n:15][c:16]([O:19][CH2:20][c:21]3[n:22](-[c:29]4[c:30]([O:35][C:36]([F:37])([F:38])[F:39])[cH:31][cH:32][cH:33][cH:34]4)[n:23][n:24][c:25]3[CH:26]([CH3:27])[CH3:28])[cH:17][cH:18]2)[cH:8][cH:9]1)=[O:42].[Li+:43].[O:45]1[CH2:46][CH2:47][O:48][CH2:49][CH2:50]1.[OH-:44]>>[O:2]=[C:3]([c:4]1[c:5]([CH3:41])[cH:6][c:7]([CH2:10][N:11]([CH3:12])[c:13]2[c:14]([CH3:40])[n:15][c:16]([O:19][CH2:20][c:21]3[n:22](-[c:29]4[c:30]([O:35][C:36]([F:37])([F:38])[F:39])[cH:31][cH:32][cH:33][cH:34]4)[n:23][n:24][c:25]3[CH:26]([CH3:27])[CH3:28])[cH:17][cH:18]2)[cH:8][cH:9]1)[OH:42]. Starting materials: [BH4-].[Na+] (Sodium borohydride), C(C1=CC=CC=C1)OC1=CC=C2C(=C(C=NC2=C1)[N+](=O)[O-])NCC(C)C ((7-benzyloxy-3-nitroquinolin-4-yl)(2-methylpropyl)amine), [BH4-].[Na+] (sodium borohydride), C(C1=CC=CC=C1)OC1=CC=C2C(=C(C=NC2=C1)[N+](=O)[O-])NCC(C)C ((7-benzyloxy-3-nitroquinolin-4-yl)(2-methylpropyl)amine). Reagents/catalysts: [Ni](Cl)Cl (nickel(II)chloride). Solvent: CO (methanol), CO (methanol), ClCCl (dichloromethane), ClCCl (dichloromethane). The product is C(C1=CC=CC=C1)OC1=CC=C2C(=C(C=NC2=C1)N)NCC(C)C (7-benzyloxy-N4-(2-methylpropyl)quinoline-3,4-diamine). Isolated yield 89.8%. As a reaction SMILES: [BH4-].[Na+].[CH2:3]([O:10][C:11]1[CH:20]=[C:19]2[C:14]([C:15]([NH:24][CH2:25][CH:26]([CH3:28])[CH3:27])=[C:16]([N+:21]([O-])=O)[CH:17]=[N:18]2)=[CH:13][CH:12]=1)[C:4]1[CH:9]=[CH:8][CH:7]=[CH:6][CH:5]=1>CO.ClCCl.[Ni](Cl)Cl>[CH2:3]([O:10][C:11]1[CH:20]=[C:19]2[C:14]([C:15]([NH:24][CH2:25][CH:26]([CH3:28])[CH3:27])=[C:16]([NH2:21])[CH:17]=[N:18]2)=[CH:13][CH:12]=1)[C:4]1[CH:5]=[CH:6][CH:7]=[CH:8][CH:9]=1 |f:0.1|. Reported procedure: Sodium borohydride (29.0 g, 0.767 mol) was added in small portions to a solution of nickel(II)chloride (22.8 g, 0.096 mol) in methanol (1.25 L). A solution of (7-benzyloxy-3-nitroquinolin-4-yl)(2-methylpropyl)amine (67.4 g, 0.192 mol) in methanol (300 mL) and dichloromethane (300 mL) was added to the resulting mixture. A precipitate was present and was dissolved by the addition of dichloromethane (500 mL). Additional sodium borohydride (˜10 g) was added in small portions until the (7-benzyloxy-3... Reactants: O=C(NC(CO)c1ccccc1)c1cccc(Br)c1, CCOC(=O)N=NC(=O)OCC, C1CCOC1, c1ccc(P(c2ccccc2)c2ccccc2)cc1. Product: Brc1cccc(C2=NC(c3ccccc3)CO2)c1. As a reaction SMILES: [Br:1][c:2]1[cH:3][c:4]([C:5](=[O:6])[NH:7][CH:8]([CH2:9][OH:10])[c:11]2[cH:12][cH:13][cH:14][cH:15][cH:16]2)[cH:17][cH:18][cH:19]1.[O:39]=[C:40]([O:41][CH2:42][CH3:43])[N:44]=[N:45][C:46]([O:47][CH2:48][CH3:49])=[O:50].[O:51]1[CH2:52][CH2:53][CH2:54][CH2:55]1.[c:20]1([P:21]([c:22]2[cH:23][cH:24][cH:25][cH:26][cH:27]2)[c:28]2[cH:29][cH:30][cH:31][cH:32][cH:33]2)[cH:34][cH:35][cH:36][cH:37][cH:38]1>>[Br:1][c:2]1[cH:3][c:4]([C:5]2=[N:7][CH:8]([c:11]3[cH:12][cH:13][cH:14][cH:15][cH:16]3)[CH2:9][O:10]2)[cH:17][cH:18][cH:19]1.